From a dataset of the Open Reaction Database (ORD), a public repository of structured organic reaction records. describe an organic reaction: reactants, conditions, products, and yield Starting materials: [N+](=O)([O-])C1=CC=C(C=N1)N1CC2CCC(C1)N2C(=O)OC(C)(C)C (tert-butyl 3-(6-nitro-3-pyridinyl)-3,8-diazabicyclo[3.2.1]octane-8-carboxylate), Cl.CCOCC (HCl ether). The product is Cl.Cl.[N+](=O)([O-])C1=CC=C(C=N1)N1CC2CCC(C1)N2 (3-(6-nitro-3-pyridinyl)-3,8-diazabicyclo[3.2.1]octane dihydrochloride). Yield: 55.0%. RXN SMILES: [N+:1]([C:4]1[N:9]=[CH:8][C:7]([N:10]2[CH2:16][CH:15]3[N:17](C(OC(C)(C)C)=O)[CH:12]([CH2:13][CH2:14]3)[CH2:11]2)=[CH:6][CH:5]=1)([O-:3])=[O:2].[ClH:25].CCOCC>>[ClH:25].[ClH:25].[N+:1]([C:4]1[N:9]=[CH:8][C:7]([N:10]2[CH2:16][CH:15]3[NH:17][CH:12]([CH2:13][CH2:14]3)[CH2:11]2)=[CH:6][CH:5]=1)([O-:3])=[O:2] |f:1.2,3.4.5|. Reported procedure: The product from Example 10A was treated with 1M HCl/ether to provide the title compound (55% yield). 1H NMR (DMSO-d6, 300 MHz) δ 1.9-2.0 (m, 4H), 3.4-3.5 (m, 2H), 4.00 (d, J=11 Hz, 2H), 4.20 (br s, 2H), 7.5-7.6 (m, 1H), 8.2-8.3 (m, 2H), 9.6-9.7 (br s, 3H, exchangeable). Starting materials: FC=1C=C2C(C(NC2=CC1)=O)=O (5-fluoroisatin), OO (H2O2), Cl (HCl). Solvent: [OH-].[Na+] (NaOH). Run at time 20 minute. Product: NC1=C(C(=O)O)C=C(C=C1)F (2-amino-5-fluoro-benzoic acid). Isolated yield 80.9%. RXN SMILES: [F:1][C:2]1[CH:3]=[C:4]2[C:8](=[CH:9][CH:10]=1)[NH:7]C(=O)[C:5]2=[O:12].[OH:13]O.Cl>[OH-].[Na+]>[NH2:7][C:8]1[CH:9]=[CH:10][C:2]([F:1])=[CH:3][C:4]=1[C:5]([OH:12])=[O:13] |f:3.4|. Procedure details: A stirred solution of 5-fluoroisatin (39 g, 0.236 mol) in NaOH (5%, 500 mL) was treated dropwise over 10 min with 30% H2O2 (57 g, calculated to contain 17 g, 0.5 mol). After another 20 min of being stirred, during which became warm and effervesced, the solution was cooled in an ice-bath and acidified to pH=4 with 3 M HCl. The precipitated solid was collected and dried in air to obtain 2-amino-5-fluoro-benzoic acid 1 as a beige powder (29.6 g, 80%). 1H NMR (DMSO-d6) δ 7.3-8.2 (m, 2H), 7.08 (d, J=... Starting materials: [BH4-], CCc1c(O)c(CC)c2c(c1C=O)OC1(CCC1)CC2, CCOC(C)=O, CO, CCCCCC, [Na+]. The product is CCc1c(O)c(CC)c2c(c1CO)OC1(CCC1)CC2. As a reaction SMILES: [BH4-:21].[CH2:1]([CH3:2])[c:3]1[c:4]2[c:9]([c:10]([CH:16]=[O:17])[c:11]([CH2:14][CH3:15])[c:12]1[OH:13])[O:8][C:7]1([CH2:6][CH2:5]2)[CH2:18][CH2:19][CH2:20]1.[CH3:23][CH2:24][O:25][C:26](=[O:27])[CH3:28].[CH3:29][OH:30].[CH3:31][CH2:32][CH2:33][CH2:34][CH2:35][CH3:36].[Na+:22]>>[CH2:1]([CH3:2])[c:3]1[c:4]2[c:9]([c:10]([CH2:16][OH:17])[c:11]([CH2:14][CH3:15])[c:12]1[OH:13])[O:8][C:7]1([CH2:6][CH2:5]2)[CH2:18][CH2:19][CH2:20]1. The reactants are CC(=O)NN1CC(C)=NNC1=O, CO, [Na+], [OH-], O. Yields the product CC1=NNC(=O)N(N)C1. Reaction SMILES: [C:1](=[O:2])([CH3:3])[NH:4][N:5]1[C:6](=[O:12])[NH:7][N:8]=[C:9]([CH3:11])[CH2:10]1.[CH3:16][OH:17].[Na+:15].[OH-:14].[OH2:13]>>[NH2:4][N:5]1[C:6](=[O:12])[NH:7][N:8]=[C:9]([CH3:11])[CH2:10]1. Product: CN1N=C(C=2CCC=3C=NC(=NC3C21)NC2=C(C=C(C=C2)C(NC2CCN(CC2)C)=O)OC(F)(F)F)C(=O)OCC (Ethyl 1-methyl-8-({4-[(1-methylpiperidin-4-yl)carbamoyl]-2-(trifluoromethoxy)phenyl}amino)-4,5-dihydro-1H-pyrazolo[4,3-h]quinazoline-3-carboxylate). Reaction SMILES: C1C=CC(P(C2C=CC3C(=CC=CC=3)C=2C2C3C(=CC=CC=3)C=CC=2P([C:41]2[CH:46]=CC=CC=2)C2C=CC=CC=2)C2C=CC=CC=2)=CC=1.[NH2:47][C:48]1[CH:63]=[CH:62][C:51]([C:52]([NH:54][CH:55]2[CH2:60][CH2:59]CCN2C)=[O:53])=[CH:50][C:49]=1[O:64][C:65]([F:68])([F:67])[F:66].I[C:70]1[N:79]=[CH:78][C:77]2[CH2:76][CH2:75][C:74]3[C:80]([C:84]([O:86][CH2:87][CH3:88])=[O:85])=[N:81][N:82]([CH3:83])[C:73]=3[C:72]=2[N:71]=1.C(=O)([O-])[O-].[K+].[K+].[CH3:95][N:96](C)C=O>C([O-])(=O)C.[Pd+2].C([O-])(=O)C>[CH3:83][N:82]1[C:73]2[C:72]3[N:71]=[C:70]([NH:47][C:48]4[CH:63]=[CH:62][C:51]([C:52](=[O:53])[NH:54][CH:55]5[CH2:60][CH2:59][N:96]([CH3:95])[CH2:46][CH2:41]5)=[CH:50][C:49]=4[O:64][C:65]([F:66])([F:67])[F:68])[N:79]=[CH:78][C:77]=3[CH2:76][CH2:75][C:74]=2[C:80]([C:84]([O:86][CH2:87][CH3:88])=[O:85])=[N:81]1 |f:3.4.5,7.8.9|. Reagents/catalysts: C(C)(=O)[O-].[Pd+2].C(C)(=O)[O-] (Palladium acetate). Reported procedure: Palladium acetate [Pd(OAc)2] (101 mg, 0.45 mmol), (+)-BINAP (280 mg, 0.45 mmol) and dimethylformamide (70 mL) were charged to a round-bottom flask flushed with argon. The flask was evacuated and backfilled with argon. The mixture was stirred under argon for 30 minutes and added to a mixture of 4-amino-N-(1-methylpiperidin-yl)-3-(trifluoromethoxy)benzamide (3.78 g, 12.5 mmol), ethyl 8-iodo-1-methyl-4,5-dihydro-1H-pyrazolo[4,3-h]quinazoline-3-carboxylate (1.6 g, 4.16 mmol), and potassium carbonate... The yield is 45.0%. Conditions: time 30 minute. Starting materials: NC1=C(C=C(C(=O)NC2N(CCCC2)C)C=C1)OC(F)(F)F (4-amino-N-(1-methylpiperidin-yl)-3-(trifluoromethoxy)benzamide), IC1=NC=2C3=C(CCC2C=N1)C(=NN3C)C(=O)OCC (ethyl 8-iodo-1-methyl-4,5-dihydro-1H-pyrazolo[4,3-h]quinazoline-3-carboxylate), C([O-])([O-])=O.[K+].[K+] (potassium carbonate), CN(C=O)C (dimethylformamide), C1=CC=C(C=C1)P(C2=CC=CC=C2)C3=C(C4=CC=CC=C4C=C3)C5=C(C=CC6=CC=CC=C65)P(C7=CC=CC=C7)C8=CC=CC=C8 ((+)-BINAP), CN(C=O)C (dimethylformamide). The reactants are [BH3-]C#N, CCOC1(O[Si](C)(C)C)CC1, CO, CC(C)(C)OC(=O)N1CCNCC1, [Na+], C1CCOC1. Yields the product CC(C)(C)OC(=O)N1CCN(C2CC2)CC1. Reaction SMILES: [C:27]([BH3-:28])#[N:29].[CH2:14]([O:15][C:17]1([O:16][Si:20]([CH3:21])([CH3:22])[CH3:23])[CH2:18][CH2:19]1)[CH3:24].[CH3:25][OH:26].[N:1]1([C:7](=[O:8])[O:9][C:10]([CH3:11])([CH3:12])[CH3:13])[CH2:2][CH2:3][NH:4][CH2:5][CH2:6]1.[Na+:30].[O:31]1[CH2:32][CH2:33][CH2:34][CH2:35]1>>[N:1]1([C:7](=[O:8])[O:9][C:10]([CH3:11])([CH3:12])[CH3:13])[CH2:2][CH2:3][N:4]([CH:17]2[CH2:18][CH2:19]2)[CH2:5][CH2:6]1. Starting materials: C1(CC1)NC(C1=CC(=C(C=C1)C)N1C(C(NC=C1)N1C(CCC1)C1=C(C=CC=C1)O)=O)=O (N-cyclopropyl-3-{3-[2-(2-hydroxyphenyl)pyrrolidin-1-yl]-2-oxo-3,4-dihydropyrazin-1(2H)-yl}-4-methylbenzamide), C([O-])([O-])=O.[K+].[K+] (potassium carbonate), BrCCCCl (1-bromo-3-chloropropane). Solvent: C(C)#N (acetonitrile), O (water). Reaction conditions: temperature 83 celsius, time 10 hour. Yields the product ClCCCOC1=C(C=CC=C1)C1N(CCC1)C=1C(N(C=CN1)C=1C=C(C(=O)NC2CC2)C=CC1C)=O (3-[3-{2-[2-(3-Chloropropoxy)phenyl]pyrrolidin-1-yl}-2-oxopyrazin-1(2H)-yl]-N-cyclopropyl-4-methylbenzamide). Reaction SMILES: [CH:1]1([NH:4][C:5](=[O:32])[C:6]2[CH:11]=[CH:10][C:9]([CH3:12])=[C:8]([N:13]3[CH:18]=[CH:17][NH:16][CH:15]([N:19]4[CH2:23][CH2:22][CH2:21][CH:20]4[C:24]4[CH:29]=[CH:28][CH:27]=[CH:26][C:25]=4[OH:30])[C:14]3=[O:31])[CH:7]=2)[CH2:3][CH2:2]1.C(=O)([O-])[O-].[K+].[K+].Br[CH2:40][CH2:41][CH2:42][Cl:43]>C(#N)C.O>[Cl:43][CH2:42][CH2:41][CH2:40][O:30][C:25]1[CH:26]=[CH:27][CH:28]=[CH:29][C:24]=1[CH:20]1[CH2:21][CH2:22][CH2:23][N:19]1[C:15]1[C:14](=[O:31])[N:13]([C:8]2[CH:7]=[C:6]([CH:11]=[CH:10][C:9]=2[CH3:12])[C:5]([NH:4][CH:1]2[CH2:3][CH2:2]2)=[O:32])[CH:18]=[CH:17][N:16]=1 |f:1.2.3|. Procedure: A solution of N-cyclopropyl-3-{3-[2-(2-hydroxyphenyl)pyrrolidin-1-yl]-2-oxo-3,4-dihydropyrazin-1(2H)-yl}-4-methylbenzamide (Example 324a, 0.2 g) in acetonitrile (5 mL) was treated with potassium carbonate (0.642 g) and 1-bromo-3-chloropropane (0.459 mL) under nitrogen. The resulting suspension was stirred at 83° C. for 10 h. The reaction mixture was diluted with water and extracted with ethyl acetate. The organic layer was dried (MgSO4), filtered and evaporated to give the subtitle compound (0.2... The reactants are COCOC, Cc1ccccc1S(=O)(=O)NC(C)(C)Cc1ccccc1. The product is Cc1ccccc1S(=O)(=O)N1Cc2ccccc2CC1(C)C. Reaction SMILES: [CH3:22][O:23][CH2:24][O:25][CH3:26].[c:1]1([CH3:21])[c:2]([S:7](=[O:8])(=[O:9])[NH:10][C:11]([CH2:12][c:13]2[cH:14][cH:15][cH:16][cH:17][cH:18]2)([CH3:19])[CH3:20])[cH:3][cH:4][cH:5][cH:6]1>>[c:1]1([CH3:21])[c:2]([S:7](=[O:8])(=[O:9])[N:10]2[C:11]([CH3:19])([CH3:20])[CH2:12][c:13]3[c:14]([cH:15][cH:16][cH:17][cH:18]3)[CH2:22]2)[cH:3][cH:4][cH:5][cH:6]1. Starting materials: C(C)(=O)NC1=CC=C(C=C1)C=1C(=C(OC1)N)C#N (4-(4-Acetamidophenyl)-2-amino-3-cyanofurane), C(C)(=O)OC(OCC)OCC (diethoxymethyl acetate). The solvent is C(C)(=O)O (acetic acid). Conditions: time 30 minute. Yields the product C(C)(=O)NC1=CC=C(C=C1)C=1C(=C(OC1)N=COCC)C#N (4-(4-Acetamidophenyl)-3-cyano-2-[(ethoxymethylidene)amino]furane). Isolated yield 52.9%. RXN SMILES: [C:1]([NH:4][C:5]1[CH:10]=[CH:9][C:8]([C:11]2[C:12]([C:17]#[N:18])=[C:13]([NH2:16])[O:14][CH:15]=2)=[CH:7][CH:6]=1)(=[O:3])[CH3:2].[C:19]([O:22][CH:23](OCC)OCC)(=O)[CH3:20]>C(O)(=O)C>[C:1]([NH:4][C:5]1[CH:6]=[CH:7][C:8]([C:11]2[C:12]([C:17]#[N:18])=[C:13]([N:16]=[CH:23][O:22][CH2:19][CH3:20])[O:14][CH:15]=2)=[CH:9][CH:10]=1)(=[O:3])[CH3:2]. Reported procedure: At room temperature, to the mixture of 4-(4-acetamidophenyl)-2-amino-3-cyanofurane 5 (6.0 g, 25 mmol) in acetic acid (60 mL), diethoxymethyl acetate (41 mL, 25 mmol) was added dropwise. The mixture was stirred at room temperature for 30 min and then concentrated (below 40° C. in water bath). The residual paste was dried up with a pump. The dried solid material was triturated with ether then filtrated to afford 6 (3.93 g) as a solid. MS(ES) m/e 298 [M+H]. The reactants are O1[C@@H](CO)[C@@H]1C1=CC(=CC=C1)C(F)(F)F ((2S,3S)-2,3-epoxy-3-(3-trifluoromethylphenyl)-propanol), C(Cl)(Cl)Cl (chloroform), C(Cl)Cl (CH2Cl2), C(Cl)(Cl)Cl (chloroform). Run in CCCCCC.C(C)(=O)OCC (hexane ethyl acetate). Product: O1[C@@H](C=O)[C@@H]1C1=CC(=CC=C1)C(F)(F)F ((2R,3S)-2,3-epoxy-3-(3-trifluoromethylphenyl)-propanal). RXN SMILES: [O:1]1[C@@H:5]([C:6]2[CH:11]=[CH:10][CH:9]=[C:8]([C:12]([F:15])([F:14])[F:13])[CH:7]=2)[C@@H:2]1[CH2:3][OH:4].C(Cl)Cl.C(Cl)(Cl)Cl>CCCCCC.C(OCC)(=O)C>[O:1]1[C@@H:5]([C:6]2[CH:11]=[CH:10][CH:9]=[C:8]([C:12]([F:13])([F:14])[F:15])[CH:7]=2)[C@@H:2]1[CH:3]=[O:4] |f:3.4|. Procedure: The title compound is prepared analogously to Example 5a) from (2S,3S)-2,3-epoxy-3-(3-trifluoromethylphenyl)-propanol. Light-yellow liquid; IR (CH2Cl2): 2820, 1730, 1330, 1165, 1130, 1070 cm-1 ; [α]D20 (chloroform, 0.20%)=0.0°±5°; [α]36520 (chloroform, 0.20%)=475.0°±5.0°; Rf =0.44 (hexane/ethyl acetate 7:3).